The task is: describe an organic reaction: reactants, conditions, products, and yield. This data is from the Open Reaction Database (ORD), a public repository of structured organic reaction records. The reactants are S1C=C(C=C1)C1=CC=2N=CN=C(C2S1)Cl (6-(3-Thienyl)-4-chlorothieno[3,2-d]pyrimidine), O.NN (hydrazine monohydrate). Solvent: C(C)O (ethanol). The product is Cl.S1C=C(C=C1)C1=CC=2N=CN=C(C2S1)NN ((6-(3-thienyl)thieno[3,2-d]pyrimidin-4-yl)hydrazine hydrochloride). Yield: 64.8%. Reaction SMILES: [S:1]1[CH:5]=[CH:4][C:3]([C:6]2[S:14][C:13]3[C:12]([Cl:15])=[N:11][CH:10]=[N:9][C:8]=3[CH:7]=2)=[CH:2]1.O.[NH2:17][NH2:18]>C(O)C>[ClH:15].[S:1]1[CH:5]=[CH:4][C:3]([C:6]2[S:14][C:13]3[C:12]([NH:17][NH2:18])=[N:11][CH:10]=[N:9][C:8]=3[CH:7]=2)=[CH:2]1 |f:1.2,4.5|. Procedure details: A suspension of 6-(3-thienyl)4-chlorothieno[3,2-d]pyrimidine (220, 65 mg, 0.26 mmol) and hydrazine monohydrate (0.1 mL, 2.1 mmol) in ethanol (1 mL) was heated at reflux for 1 hour. After cooling to room temperature, the solid product was collected by vacuum filtration to give (6-(3-thienyl)thieno[3,2-d]pyrimidin-4-yl)hydrazine hydrochloride (48 mg, 66% yield) as a white solid. Reactants: [OH-].[K+] (KOH), BrC=1C=NC(=C(C(=O)O)C1)OC1=CC=C(C=C1)OC (5-bromo-2-(4-methoxyphenoxy)nicotinic acid), polyphosphoric acid, ice. Yields the product BrC=1C=C2C(=NC1)OC1=CC=C(C=C1C2=O)OC (3-bromo-7-methoxy-5H-chromeno[2,3-b]pyridin-5-one). As a reaction SMILES: [Br:1][C:2]1[CH:3]=[N:4][C:5]([O:11][C:12]2[CH:17]=[CH:16][C:15]([O:18][CH3:19])=[CH:14][CH:13]=2)=[C:6]([CH:10]=1)[C:7]([OH:9])=O.[OH-].[K+]>>[Br:1][C:2]1[CH:10]=[C:6]2[C:7](=[O:9])[C:17]3[C:12](=[CH:13][CH:14]=[C:15]([O:18][CH3:19])[CH:16]=3)[O:11][C:5]2=[N:4][CH:3]=1 |f:1.2|. Reported procedure: A slurry of 5-bromo-2-(4-methoxyphenoxy)nicotinic acid (12.20 g, 37.6 mmol) and polyphosphoric acid (200 g) was heated at 135° C. for 1.5 hours. The reaction was cooled to rt and poured onto 300 g of ice before being basified to pH 12 with 50% aq. KOH (1.5 L). The resulting yellow slurry was filtered and washed with 100 mL of ether. The wet solid was then partitioned between water and DCM (1:1; 2000 mL). The layers were separated and the aqueous layer was extracted with DCM 5×500 mL. The combine... Reactants: II (iodine), ClC=1C=CC2=C(C(=C(O2)C2=CC=C(C=C2)F)C=O)C1F (5-chloro-4-fluoro-2-(4-fluorophenyl)benzofuran-3-carbaldehyde), C(CN)N (ethylenediamine), C([O-])([O-])=O.[K+].[K+] (Potassium carbonate). The solvent is CC(C)(C)O (t-BuOH). Conditions: time 30 minute. The product is ClC=1C=CC2=C(C(=C(O2)C2=CC=C(C=C2)F)C=2NCCN2)C1F (2-(5-chloro-4-fluoro-2-(4-fluorophenyl)benzofuran-3-yl)-4,5-dihydro-1H-imidazole). Isolated yield 51.3%. RXN SMILES: [Cl:1][C:2]1[CH:3]=[CH:4][C:5]2[O:9][C:8]([C:10]3[CH:15]=[CH:14][C:13]([F:16])=[CH:12][CH:11]=3)=[C:7]([CH:17]=O)[C:6]=2[C:19]=1[F:20].[CH2:21]([NH2:24])[CH2:22][NH2:23].C(=O)([O-])[O-].[K+].[K+].II>CC(O)(C)C>[Cl:1][C:2]1[CH:3]=[CH:4][C:5]2[O:9][C:8]([C:10]3[CH:15]=[CH:14][C:13]([F:16])=[CH:12][CH:11]=3)=[C:7]([C:17]3[NH:23][CH2:22][CH2:21][N:24]=3)[C:6]=2[C:19]=1[F:20] |f:2.3.4|. Procedure: A mixture of 5-chloro-4-fluoro-2-(4-fluorophenyl)benzofuran-3-carbaldehyde (1.2 g, 4.10 mmol) and ethylenediamine (0.277 m, 4.10 mmol) in t-BuOH (15 ml) under a N2 atmosphere in a 50 ml RB flask was stirred at room temperature for 30 minutes. Potassium carbonate (0.567 g, 4.10 mmol) followed by iodine (1.041 g, 4.10 mmol) were then added and the reaction mixture was heated at 70° C. for 2 hours. The solvent was removed and the residue diluted with ethyl acetate. The mixture was washed with 10% s... The reactants are Brc1cnc2nnn(Cc3ccc4ncccc4c3)c2n1, O=C([O-])[O-], COCCOC, ClCCl, OB(O)c1ccccc1F, [Na+], [Na+]. Product: Fc1ccccc1-c1cnc2nnn(Cc3ccc4ncccc4c3)c2n1. As a reaction SMILES: [Br:13][c:14]1[cH:15][n:16][c:17]2[c:18]([n:19]1)[n:20]([CH2:23][c:24]1[cH:25][c:26]3[cH:27][cH:28][cH:29][n:30][c:31]3[cH:32][cH:33]1)[n:21][n:22]2.[C:7](=[O:8])([O-:9])[O-:10].[CH3:1][O:2][CH2:3][CH2:4][O:5][CH3:6].[Cl:44][CH2:45][Cl:46].[F:34][c:35]1[c:36]([B:41]([OH:42])[OH:43])[cH:37][cH:38][cH:39][cH:40]1.[Na+:11].[Na+:12]>>[c:14]1(-[c:36]2[c:35]([F:34])[cH:40][cH:39][cH:38][cH:37]2)[cH:15][n:16][c:17]2[c:18]([n:19]1)[n:20]([CH2:23][c:24]1[cH:25][c:26]3[cH:27][cH:28][cH:29][n:30][c:31]3[cH:32][cH:33]1)[n:21][n:22]2. Starting materials: BrC1=C2C(=NC=C1)N(C(=C2)I)S(=O)(=O)C2=CC=C(C)C=C2 (4-bromo-2-iodo-1-tosyl-1H-pyrrolo[2,3-b]pyridine), CC1(OB(OC1(C)C)C1=CCN(CC1)C(=O)OC(C)(C)C)C (tert-butyl 4-(4,4,5,5-tetramethyl-1,3,2-dioxaborolan-2-yl)-5,6-dihydropyridine-1(2H)-carboxylate), C([O-])(O)=O.[Na+] (sodium bicarbonate), S(=S)(=O)([O-])[O-].[Na+].[Na+] (sodium thiosulfate). The reagents and catalysts are C1=CC=C(C=C1)P(C2=CC=CC=C2)C3=CC=CC=C3.C1=CC=C(C=C1)P(C2=CC=CC=C2)C3=CC=CC=C3.C1=CC=C(C=C1)P(C2=CC=CC=C2)C3=CC=CC=C3.C1=CC=C(C=C1)P(C2=CC=CC=C2)C3=CC=CC=C3.[Pd] (tetrakis(triphenylphosphine)palladium(O)). Solvent: CN(C=O)C (N,N-dimethylformamide), O (water), O (water), C(C)(=O)OCC (ethyl acetate). Conditions: temperature 80 celsius, time 12 hour. Product: BrC1=C2C(=NC=C1)N(C(=C2)C2=CCN(CC2)C(=O)OC(C)(C)C)S(=O)(=O)C2=CC=C(C)C=C2 (tert-butyl 4-(4-bromo-1-tosyl-1H-pyrrolo[2,3-b]pyridin-2-yl)-5,6-dihydropyridine-1(2H)-carboxylate). RXN SMILES: [Br:1][C:2]1[CH:7]=[CH:6][N:5]=[C:4]2[N:8]([S:12]([C:15]3[CH:21]=[CH:20][C:18]([CH3:19])=[CH:17][CH:16]=3)(=[O:14])=[O:13])[C:9](I)=[CH:10][C:3]=12.CC1(C)C(C)(C)OB([C:30]2[CH2:35][CH2:34][N:33]([C:36]([O:38][C:39]([CH3:42])([CH3:41])[CH3:40])=[O:37])[CH2:32][CH:31]=2)O1.C(=O)(O)[O-].[Na+].S([O-])([O-])(=O)=S.[Na+].[Na+]>CN(C)C=O.O.C1C=CC(P(C2C=CC=CC=2)C2C=CC=CC=2)=CC=1.C1C=CC(P(C2C=CC=CC=2)C2C=CC=CC=2)=CC=1.C1C=CC(P(C2C=CC=CC=2)C2C=CC=CC=2)=CC=1.C1C=CC(P(C2C=CC=CC=2)C2C=CC=CC=2)=CC=1.[Pd].C(OCC)(=O)C>[Br:1][C:2]1[CH:7]=[CH:6][N:5]=[C:4]2[N:8]([S:12]([C:15]3[CH:21]=[CH:20][C:18]([CH3:19])=[CH:17][CH:16]=3)(=[O:14])=[O:13])[C:9]([C:30]3[CH2:35][CH2:34][N:33]([C:36]([O:38][C:39]([CH3:42])([CH3:41])[CH3:40])=[O:37])[CH2:32][CH:31]=3)=[CH:10][C:3]=12 |f:2.3,4.5.6,9.10.11.12.13|. Reported procedure: To a suspension of Example 5B (20 g, 41.9 mmol), tert-butyl 4-(4,4,5,5-tetramethyl-1,3,2-dioxaborolan-2-yl)-5,6-dihydropyridine-1(2H)-carboxylate (16.85 g, 54.5 mmol), and tetrakis(triphenylphosphine)palladium(O) (4.84 g, 4.19 mmol) in N,N-dimethylformamide (500 mL) was added a solution of sodium bicarbonate (7.04 g, 84 mmol) in water (40 mL) and the mixture was stirred at 80° C. for 12 hours. Saturated aqueous sodium thiosulfate, water and ethyl acetate were added and the aqueous layer was extr... Reactants: CC#N, CCN(C(C)C)C(C)C, CS(=O)(=O)c1ccc(F)cc1NCc1cc(Cl)cc(Cl)c1, CC(C)(C)OC(=O)N1CCNCC1. Yields the product CC(C)(C)OC(=O)N1CCN(c2ccc(S(C)(=O)=O)c(NCc3cc(Cl)cc(Cl)c3)c2)CC1. As a reaction SMILES: [CH3:44][C:45]#[N:46].[CH:35]([N:36]([CH2:37][CH3:38])[CH:39]([CH3:40])[CH3:41])([CH3:42])[CH3:43].[Cl:1][c:2]1[cH:3][c:4]([CH2:5][NH:6][c:7]2[c:8]([S:14](=[O:15])(=[O:16])[CH3:17])[cH:9][cH:10][c:11]([F:13])[cH:12]2)[cH:18][c:19]([Cl:21])[cH:20]1.[N:22]1([C:28](=[O:29])[O:30][C:31]([CH3:32])([CH3:33])[CH3:34])[CH2:23][CH2:24][NH:25][CH2:26][CH2:27]1>>[Cl:1][c:2]1[cH:3][c:4]([CH2:5][NH:6][c:7]2[c:8]([S:14](=[O:15])(=[O:16])[CH3:17])[cH:9][cH:10][c:11]([N:25]3[CH2:24][CH2:23][N:22]([C:28](=[O:29])[O:30][C:31]([CH3:32])([CH3:33])[CH3:34])[CH2:27][CH2:26]3)[cH:12]2)[cH:18][c:19]([Cl:21])[cH:20]1. Reactants: NC1=C(C(=O)O)C=CC=C1C (2-amino-3-methylbenzoic acid), ClN1C(CCC1=O)=O (N-chlorosuccinimide). Run in CN(C=O)C (N,N-dimethylformamide). Conditions: temperature 100 celsius, time 8 hour. The product is NC1=C(C(=O)O)C=C(C=C1C)Cl (2-amino-3-methyl-5-chlorobenzoic acid). The yield is 75.5%. Reaction SMILES: [NH2:1][C:2]1[C:10]([CH3:11])=[CH:9][CH:8]=[CH:7][C:3]=1[C:4]([OH:6])=[O:5].[Cl:12]N1C(=O)CCC1=O>CN(C)C=O>[NH2:1][C:2]1[C:10]([CH3:11])=[CH:9][C:8]([Cl:12])=[CH:7][C:3]=1[C:4]([OH:6])=[O:5]. Reported procedure: To a solution of 2-amino-3-methylbenzoic acid (Aldrich, 15.0 g, 99.2 mmol) in N,N-dimethylformamide (50 mL) was added N-chlorosuccinimide (13.3 g, 99.2 mmol) and the reaction mixture was heated to 100° C. for 30 minutes. The heat was removed, the reaction was cooled to room temperature and let stand overnight. The reaction mixture was then slowly poured into ice-water (250 mL) to precipitate a white solid. The solid was filtered and washed four times with water and then taken up in ethyl acetate... The reactants are O=C([O-])[O-], CCOC(=O)COc1ccc(CCCOS(=O)(=O)c2ccc(C)cc2)cc1C, CNS(=O)(=O)c1sc2ccc(Cl)cc2c1C, [Cs+], [Cs+], CN(C)C=O, O. Product: CCOC(=O)COc1ccc(CCCN(C)S(=O)(=O)c2sc3ccc(Cl)cc3c2C)cc1C. RXN SMILES: [C:45](=[O:46])([O-:47])[O-:48].[CH2:1]([CH3:2])[O:3][C:4]([CH2:5][O:6][c:7]1[c:8]([CH3:27])[cH:9][c:10]([CH2:13][CH2:14][CH2:15][O:16][S:17]([c:18]2[cH:19][cH:20][c:21]([CH3:22])[cH:23][cH:24]2)(=[O:25])=[O:26])[cH:11][cH:12]1)=[O:28].[CH3:29][NH:30][S:31](=[O:32])(=[O:33])[c:34]1[c:35]([CH3:44])[c:36]2[c:37]([s:38]1)[cH:39][cH:40][c:41]([Cl:43])[cH:42]2.[Cs+:49].[Cs+:50].[O:51]=[CH:52][N:53]([CH3:54])[CH3:55].[OH2:56]>>[CH2:1]([CH3:2])[O:3][C:4]([CH2:5][O:6][c:7]1[c:8]([CH3:27])[cH:9][c:10]([CH2:13][CH2:14][CH2:15][N:30]([CH3:29])[S:31](=[O:32])(=[O:33])[c:34]2[c:35]([CH3:44])[c:36]3[c:37]([s:38]2)[cH:39][cH:40][c:41]([Cl:43])[cH:42]3)[cH:11][cH:12]1)=[O:28]. Starting materials: OCC=1N2C(SC1C)=CN=C2 (3-hydroxymethyl-2-methylimidazo[5,1-b]thiazole), C1(C=2C(C(N1)=O)=CC=CC2)=O (phthalimide), C1(=CC=CC=C1)P(C1=CC=CC=C1)C1=CC=CC=C1 (triphenylphosphine), N(=NC(=O)OCC)C(=O)OCC (diethyl azodicarboxylate). The solvent is C1CCOC1 (THF). Reaction conditions: time 2 hour. The product is C1(C=2C(C(N1CC=1N3C(SC1C)=CN=C3)=O)=CC=CC2)=O (3-phthalimidomethyl-2-methylimidazo[5,1-b]thiazole). Yield: 100.0%. As a reaction SMILES: N(C(OCC)=O)=NC(OCC)=O.O[CH2:14][C:15]1[N:16]2[CH:23]=[N:22][CH:21]=[C:17]2[S:18][C:19]=1[CH3:20].[C:24]1(=[O:34])[NH:28][C:27](=[O:29])[C:26]2=[CH:30][CH:31]=[CH:32][CH:33]=[C:25]12.C1(P(C2C=CC=CC=2)C2C=CC=CC=2)C=CC=CC=1>C1COCC1>[C:24]1(=[O:34])[N:28]([CH2:14][C:15]2[N:16]3[CH:23]=[N:22][CH:21]=[C:17]3[S:18][C:19]=2[CH3:20])[C:27](=[O:29])[C:26]2=[CH:30][CH:31]=[CH:32][CH:33]=[C:25]12. Procedure: Under an argon atmosphere, 1.8 ml of diethyl azodicarboxylate was added dropwise to 30 ml of an anhydrous THF solution containing 962 mg of 3-hydroxymethyl-2-methylimidazo[5,1-b]thiazole, 1.68 g of phthalimide and 3.0 g of triphenylphosphine at room temperature, and the mixture was then stirred at room temperature for 2 hours as it was. The solvent was evaporated under reduced pressure, and the resulting residue was purified through a silica gel column chromatograph to obtain 1.7 g of 3-phthalim...